Dataset: the Open Reaction Database (ORD), a public repository of structured organic reaction records. Task: describe an organic reaction: reactants, conditions, products, and yield Starting materials: [Al+3], Cc1ccc(Cc2ccc(C=O)s2)s1, CCOC(C)=O, [H-], [H-], [H-], [H-], [Li+], C1CCOC1, O. Yields the product Cc1ccc(Cc2ccc(CO)s2)s1. RXN SMILES: [Al+3:16].[CH3:1][c:2]1[cH:3][cH:4][c:5]([CH2:7][c:8]2[cH:9][cH:10][c:11]([CH:13]=[O:14])[s:12]2)[s:6]1.[CH3:22][CH2:23][O:24][C:25](=[O:26])[CH3:27].[H-:15].[H-:18].[H-:19].[H-:20].[Li+:17].[O:28]1[CH2:29][CH2:30][CH2:31][CH2:32]1.[OH2:21]>>[CH3:1][c:2]1[cH:3][cH:4][c:5]([CH2:7][c:8]2[cH:9][cH:10][c:11]([CH2:13][OH:14])[s:12]2)[s:6]1. Reactants: CC(=O)OC1C=CC(NC(=O)OC(C)(C)C)CC1, CO, [K+], [K+], O=C([O-])[O-]. Yields the product CC(C)(C)OC(=O)NC1C=CC(O)CC1. RXN SMILES: [C:1](=[O:2])([CH3:3])[O:4][CH:5]1[CH:6]=[CH:7][CH:8]([NH:11][C:12](=[O:13])[O:14][C:15]([CH3:16])([CH3:17])[CH3:18])[CH2:9][CH2:10]1.[CH3:25][OH:26].[K+:19].[K+:20].[O-:21][C:22]([O-:23])=[O:24]>>[OH:4][CH:5]1[CH:6]=[CH:7][CH:8]([NH:11][C:12](=[O:13])[O:14][C:15]([CH3:16])([CH3:17])[CH3:18])[CH2:9][CH2:10]1. Starting materials: CC#N, O=C(Nc1ccccc1O)C1OC1c1ccccc1, O=S(=O)([O-])C(F)(F)F, O=S(=O)([O-])C(F)(F)F, O=S(=O)([O-])C(F)(F)F, [Sc+3]. The product is O=C1Nc2ccccc2OC(c2ccccc2)C1O. RXN SMILES: [CH3:20][C:21]#[N:22].[OH:1][c:2]1[c:3]([NH:8][C:9](=[O:10])[CH:11]2[O:12][CH:13]2[c:14]2[cH:15][cH:16][cH:17][cH:18][cH:19]2)[cH:4][cH:5][cH:6][cH:7]1.[S:23]([O-:24])([C:25]([F:26])([F:27])[F:28])(=[O:29])=[O:30].[S:32]([O-:33])([C:34]([F:35])([F:36])[F:37])(=[O:38])=[O:39].[S:40]([O-:41])([C:42]([F:43])([F:44])[F:45])(=[O:46])=[O:47].[Sc+3:31]>>[O:1]1[c:2]2[c:3]([cH:4][cH:5][cH:6][cH:7]2)[NH:8][C:9](=[O:10])[CH:11]([OH:12])[CH:13]1[c:14]1[cH:15][cH:16][cH:17][cH:18][cH:19]1. The reactants are C1(=CC=CC=C1)C(=O)NN (benzenecarbohydrazide), ClCCl.CO (dichloromethane methanol), C([O-])(O)=O.[Na+] (sodium bicarbonate), ClCC(=O)Cl (chloroacetyl chloride), C1(=CC=CC=C1)C(=O)NN (benzenecarbohydrazide). Run in C(C)(=O)OCC (ethyl acetate), C1CCOC1 (THF), C1CCOC1 (THF), O (water), ClCCl (dichloromethane), CO (methanol). Product: ClCC(=O)NNC(=O)C1=CC=CC=C1 (N′-(2-Chloroacetyl)benzenecarbohydrazide). Reaction SMILES: [C:1]1([C:7]([NH:9][NH2:10])=[O:8])[CH:6]=[CH:5][CH:4]=[CH:3][CH:2]=1.[Cl:11][CH2:12][C:13](Cl)=[O:14].ClCCl.CO.C(=O)(O)[O-].[Na+]>C1COCC1.ClCCl.CO.C(OCC)(=O)C.O>[Cl:11][CH2:12][C:13]([NH:10][NH:9][C:7]([C:1]1[CH:6]=[CH:5][CH:4]=[CH:3][CH:2]=1)=[O:8])=[O:14] |f:2.3,4.5|. Reported procedure: A suspension of 500 g (3.67 mol) of benzenecarbohydrazide in 3.75 liters of THF was heated at reflux, where the benzenecarbohydrazide went into solution. 497.7 g (4.41 mol) of chloroacetyl chloride, dissolved in 125 ml of THF, were added dropwise to this solution, and the solution was stirred under reflux for 30 min. After the reaction had gone to completion (monitored by TLC, mobile phase dichloromethane/methanol 9:1), 22.5 liters of water and 10 liters of ethyl acetate were added to the reacti...